Dataset: the Open Reaction Database (ORD), a public repository of structured organic reaction records. Task: describe an organic reaction: reactants, conditions, products, and yield Reactants: O=[N+]([O-])c1ccc(Br)nc1, C1COCCN1, ClCCl. As a reaction SMILES: [Br:1][c:2]1[n:3][cH:4][c:5]([N+:8](=[O:9])[O-:10])[cH:6][cH:7]1.[CH2:11]1[CH2:12][O:13][CH2:14][CH2:15][NH:16]1.[Cl:17][CH2:18][Cl:19]>>[c:2]1([N:16]2[CH2:11][CH2:12][O:13][CH2:14][CH2:15]2)[n:3][cH:4][c:5]([N+:8](=[O:9])[O-:10])[cH:6][cH:7]1. Yields the product O=[N+]([O-])c1ccc(N2CCOCC2)nc1. The reactants are SCC1(CCOCC1)O (4-(mercaptomethyl)tetrahydro-2H-pyran-4-ol), C1(C(C=CC2=CC=CC=C12)=O)=O (naphthalene-1,2-dione), ( ii ). The product is O1CCC2(CC1)CSC1=C(O2)C2=CC=CC=C2C(C1=O)=O (2′,3′,5′,6′-tetrahydrospiro[naphtho[1,2-b][1,4]oxathiine-2,4′-pyran]-5,6-dione). Reaction SMILES: [SH:1][CH2:2][C:3]1([OH:9])[CH2:8][CH2:7][O:6][CH2:5][CH2:4]1.[C:10]1(=[O:21])[C:19]2[C:14](=[CH:15][CH:16]=[CH:17][CH:18]=2)[CH:13]=[CH:12][C:11]1=[O:20]>>[O:6]1[CH2:7][CH2:8][C:3]2([O:9][C:13]3[C:14]4[C:19]([C:10](=[O:21])[C:11](=[O:20])[C:12]=3[S:1][CH2:2]2)=[CH:18][CH:17]=[CH:16][CH:15]=4)[CH2:4][CH2:5]1. Procedure details: The crude 4-(mercaptomethyl)tetrahydro-2H-pyran-4-ol was then reacted with naphthalene-1,2-dione as outlined in procedure F [both step (i) and (ii)] to afford crude 2′,3′,5′,6′-tetrahydrospiro[naphtho[1,2-b][1,4]oxathiine-2,4′-pyran]-5,6-dione. The crude 2′,3′,5′,6′-tetrahydrospiro[naphtho[1,2-b][1,4]oxathiine-2,4′-pyran]-5,6-dione was purified by flash column chromatography (SiO2, 100% dichloromethane) to afford the product as a purple solid. M.p.=195-197° C.; 400 MHz 1H NMR (CDCl3) δ: 8.06 (dd...